From a dataset of the Open Reaction Database (ORD), a public repository of structured organic reaction records. describe an organic reaction: reactants, conditions, products, and yield The reactants are NC1=NC(=C(C(=N1)S(=O)C)C#N)C=1C=NC=CC1 (2-amino-4-methanesulfinyl-6-pyridin-3-yl-pyrimidine-5-carbonitrile), CC=1C=C(CN)C=CC1C (3,4-dimethylbenzylamine). Solvent: COCCOC (DME). Product: NC1=NC(=C(C(=N1)NCC1=CC(=C(C=C1)C)C)C#N)C=1C=NC=CC1 (2-Amino-4-(3,4-dimethyl-benzylamino)-6-pyridin-3-yl-pyrimidine-5-carbonitrile). Reaction SMILES: [NH2:1][C:2]1[N:7]=[C:6](S(C)=O)[C:5]([C:11]#[N:12])=[C:4]([C:13]2[CH:14]=[N:15][CH:16]=[CH:17][CH:18]=2)[N:3]=1.[CH3:19][C:20]1[CH:21]=[C:22]([CH:25]=[CH:26][C:27]=1[CH3:28])[CH2:23][NH2:24]>COCCOC>[NH2:1][C:2]1[N:7]=[C:6]([NH:24][CH2:23][C:22]2[CH:25]=[CH:26][C:27]([CH3:28])=[C:20]([CH3:19])[CH:21]=2)[C:5]([C:11]#[N:12])=[C:4]([C:13]2[CH:14]=[N:15][CH:16]=[CH:17][CH:18]=2)[N:3]=1. Procedure: From 2-amino-4-methanesulfinyl-6-pyridin-3-yl-pyrimidine-5-carbonitrile and 3,4-dimethylbenzylamine in DME. ES-MS m/e (%): 331 (M+H+, 100). The reactants are C(C1=CC=CC=C1)OC=1C=CC(=C(C1)C(=O)N1CCC(CC1)N1N=C(C(C1=O)(C)C)C1=CC(=C(C=C1)OC)OC)C (2-(1-{[5-(benzyloxy)-2-methylphenyl]carbonyl}piperidin-4-yl)-5-(3,4-dimethoxyphenyl)-4,4-dimethyl-2,4-dihydro-3H-pyrazol-3-one), C(=O)[O-].[NH4+] (ammonium formiate). The reagents and catalysts are [Pd] (palladium on charcoal). Run in CO (methanol), CC(OCC)=O (EA). Product: COC=1C=C(C=CC1OC)C=1C(C(N(N1)C1CCN(CC1)C(=O)C1=C(C=CC(=C1)O)C)=O)(C)C (5-(3,4-Dimethoxyphenyl)-2-{1-[(5-hydroxy-2-methylphenyl)carbonyl]piperidin-4-yl}-4,4-dimethyl-2,4-dihydro-3H-pyrazol-3-one). Reaction SMILES: C([O:8][C:9]1[CH:10]=[CH:11][C:12]([CH3:41])=[C:13]([C:15]([N:17]2[CH2:22][CH2:21][CH:20]([N:23]3[C:27](=[O:28])[C:26]([CH3:30])([CH3:29])[C:25]([C:31]4[CH:36]=[CH:35][C:34]([O:37][CH3:38])=[C:33]([O:39][CH3:40])[CH:32]=4)=[N:24]3)[CH2:19][CH2:18]2)=[O:16])[CH:14]=1)C1C=CC=CC=1.C([O-])=O.[NH4+]>CO.[Pd].CC(=O)OCC>[CH3:40][O:39][C:33]1[CH:32]=[C:31]([C:25]2[C:26]([CH3:30])([CH3:29])[C:27](=[O:28])[N:23]([CH:20]3[CH2:21][CH2:22][N:17]([C:15]([C:13]4[CH:14]=[C:9]([OH:8])[CH:10]=[CH:11][C:12]=4[CH3:41])=[O:16])[CH2:18][CH2:19]3)[N:24]=2)[CH:36]=[CH:35][C:34]=1[O:37][CH3:38] |f:1.2|. Procedure details: Under a blanket of nitrogen 4.0 g of 2-(1-{[5-(benzyloxy)-2-methylphenyl]carbonyl}piperidin-4-yl)-5-(3,4-dimethoxyphenyl)-4,4-dimethyl-2,4-dihydro-3H-pyrazol-3-one (compound described in example 84) are dissolved in 80 ml of methanol and 0.4 g palladium on charcoal (10%) and 2.25 g ammonium formiate are added. The reaction mixture is heated to reflux or 20 min until the starting material is consumed according to TLC analysis. The mixture is filtered over a plug of celite, and the solvent is remo... Reactants: C(C)OC=1C=C2C(NC=NC2=CC1OCC)=O (6,7-Diethoxyquinazolin-4-one), C1(=CC=CC=C1)P(C1=CC=CC=C1)C1=CC=CC=C1 (triphenylphosphine), C(Cl)(Cl)(Cl)Cl (carbon tetrachloride), C(#C)C=1C=C(N)C=CC1 (3-ethynylaniline). Solvent: C(C)(C)O (isopropyl alcohol). The product is Cl.C(C)OC=1C=C2C(=NC=NC2=CC1OCC)NC1=CC(=CC=C1)C#C ((6,7-Diethoxy-quinazolin-4-yl)-(3-ethynyl-phenyl)-amine Hydrochloride). RXN SMILES: [CH2:1]([O:3][C:4]1[CH:5]=[C:6]2[C:11](=[CH:12][C:13]=1[O:14][CH2:15][CH3:16])[N:10]=[CH:9][NH:8][C:7]2=O)[CH3:2].C1(P(C2C=CC=CC=2)C2C=CC=CC=2)C=CC=CC=1.C(Cl)(Cl)(Cl)[Cl:38].[C:42]([C:44]1[CH:45]=[C:46]([CH:48]=[CH:49][CH:50]=1)[NH2:47])#[CH:43]>C(O)(C)C>[ClH:38].[CH2:1]([O:3][C:4]1[CH:5]=[C:6]2[C:11](=[CH:12][C:13]=1[O:14][CH2:15][CH3:16])[N:10]=[CH:9][N:8]=[C:7]2[NH:47][C:46]1[CH:48]=[CH:49][CH:50]=[C:44]([C:42]#[CH:43])[CH:45]=1)[CH3:2] |f:5.6|. Procedure: 6,7-Diethoxyquinazolin-4-one (120 mg, 0.512 mmol), triphenylphosphine (295 mg, 1.126 mmol) and 3 mL of carbon tetrachloride were refluxed for 16 hours. The reaction mixture was concentrated in vacuo to a residue which was diluted with 3 mL of isopropyl alcohol and 3-ethynylaniline (66 mg, 0.563 mmol) and refluxed for 3 hours. The cooled reaction mixture was filtered to afford solid title product which was washed with 10 mL of isopropyl alcohol and dried in vacuo at 70° C., 140 mg (75%); mp 269°-... Reactants: O=C([O-])O, COC(=O)C1(CCCO)CCCN1C(=O)OC(C)(C)C, ClC(Cl)Cl, [Na+], [Na+], [Na+], O=S([O-])([O-])=S. Product: COC(=O)C1(CCC=O)CCCN1C(=O)OC(C)(C)C. As a reaction SMILES: [C:21](=[O:22])([OH:23])[O-:24].[CH3:1][O:2][C:3](=[O:4])[C:5]1([CH2:17][CH2:18][CH2:19][OH:20])[N:6]([C:10](=[O:11])[O:12][C:13]([CH3:14])([CH3:15])[CH3:16])[CH2:7][CH2:8][CH2:9]1.[CH:33]([Cl:34])([Cl:35])[Cl:36].[Na+:25].[Na+:31].[Na+:32].[S:26]([O-:27])([O-:28])(=[O:29])=[S:30]>>[CH3:1][O:2][C:3](=[O:4])[C:5]1([CH2:17][CH2:18][CH:19]=[O:20])[N:6]([C:10](=[O:11])[O:12][C:13]([CH3:14])([CH3:15])[CH3:16])[CH2:7][CH2:8][CH2:9]1.